Dataset: the Open Reaction Database (ORD), a public repository of structured organic reaction records. Task: describe an organic reaction: reactants, conditions, products, and yield Starting materials: COC(C)(C)OC, OCc1ccc(CO)c(CO)c1, Cc1ccc(S(=O)(=O)O)cc1. The product is CC1(C)OCc2ccc(CO)cc2CO1. Reaction SMILES: [CH3:13][O:14][C:15]([CH3:16])([CH3:17])[O:18][CH3:19].[OH:1][CH2:2][c:3]1[cH:4][c:5]([CH2:11][OH:12])[cH:6][cH:7][c:8]1[CH2:9][OH:10].[c:20]1([CH3:21])[cH:22][cH:23][c:24]([S:25]([OH:26])(=[O:27])=[O:28])[cH:29][cH:30]1>>[O:1]1[CH2:2][c:3]2[cH:4][c:5]([CH2:11][OH:12])[cH:6][cH:7][c:8]2[CH2:9][O:10][C:15]1([CH3:16])[CH3:17]. The reactants are CC=1C=C(C(=NC1C)C1=NC=C(C=C1)C)O (5,6,5′-trimethyl-[2,2′]bipyridin-3-ol), ClC1=CC=NC2=CC(=C(C=C12)OC)OC (4-chloro-6,7-dimethoxyquinoline), C([O-])([O-])=O.[Cs+].[Cs+] (cesium carbonate), [F-].[Cs+] (cesium fluoride). The reagents and catalysts are CN(C)C1=CC=NC=C1 (4-(N,N-dimethylamino)-pyridine). The solvent is CS(=O)C (Dimethyl sulfoxide), O (water). Run at temperature 140 celsius, time 8 hour. Product: COC=1C=C2C(=CC=NC2=CC1OC)OC=1C(=NC(=C(C1)C)C)C1=NC=C(C=C1)C (3-(6,7-Dimethoxy-quinolin-4-yloxy)-5,6,5′-trimethyl-[2,2′]bipyridine). Yield: 29.4%. As a reaction SMILES: [CH3:1][C:2]1[CH:3]=[C:4]([OH:16])[C:5]([C:9]2[CH:14]=[CH:13][C:12]([CH3:15])=[CH:11][N:10]=2)=[N:6][C:7]=1[CH3:8].Cl[C:18]1[C:27]2[C:22](=[CH:23][C:24]([O:30][CH3:31])=[C:25]([O:28][CH3:29])[CH:26]=2)[N:21]=[CH:20][CH:19]=1.C(=O)([O-])[O-].[Cs+].[Cs+].[F-].[Cs+]>CN(C1C=CN=CC=1)C.O.CS(C)=O>[CH3:29][O:28][C:25]1[CH:26]=[C:27]2[C:22](=[CH:23][C:24]=1[O:30][CH3:31])[N:21]=[CH:20][CH:19]=[C:18]2[O:16][C:4]1[C:5]([C:9]2[CH:14]=[CH:13][C:12]([CH3:15])=[CH:11][N:10]=2)=[N:6][C:7]([CH3:8])=[C:2]([CH3:1])[CH:3]=1 |f:2.3.4,5.6|. Procedure: Dimethyl sulfoxide (2.8 ml) was added to 5,6,5′-trimethyl-[2,2′]bipyridin-3-ol (60 mg), 4-chloro-6,7-dimethoxyquinoline (184 mg), cesium carbonate (274 mg), 4-(N,N-dimethylamino)-pyridine (51 mg), and cesium fluoride (64 mg) to prepare a solution which was then stirred at 140° C. overnight. The reaction solution was cooled to room temperature, water was then added to the reaction solution, and the mixture was extracted with ethyl acetate. The ethyl acetate layer was then washed with water and wa... The reactants are ClC=1C2=C(N=CN1)N(C=C2C=2C=NN(C2)C2OCCCC2)COCC[Si](C)(C)C (4-chloro-5-[1-(tetrahydro-2H-pyran-2-yl)-1H-pyrazol-4-yl]-7-{[2-(trimethylsilyl)ethoxy]methyl}-7H-pyrrolo[2,3-d]pyrimidine), N1CCOCC1 (morpholine), C(C)(C)N(C(C)C)CC (N,N-diisopropylethylamine). The solvent is C(CCC)O (n-butanol). Yields the product N1(CCOCC1)C=1C2=C(N=CN1)N(C=C2C=2C=NN(C2)C2OCCCC2)COCC[Si](C)(C)C (4-(morpholin-4-yl)-5-[1-(tetrahydro-2H-pyran-2-yl)-1H-pyrazol-4-yl]-7-{[2-(trimethylsilyl)ethoxy]methyl}-7H-pyrrolo[2,3-d]pyrimidine). As a reaction SMILES: Cl[C:2]1[C:3]2[C:10]([C:11]3[CH:12]=[N:13][N:14]([CH:16]4[CH2:21][CH2:20][CH2:19][CH2:18][O:17]4)[CH:15]=3)=[CH:9][N:8]([CH2:22][O:23][CH2:24][CH2:25][Si:26]([CH3:29])([CH3:28])[CH3:27])[C:4]=2[N:5]=[CH:6][N:7]=1.[NH:30]1[CH2:35][CH2:34][O:33][CH2:32][CH2:31]1.C(N(CC)C(C)C)(C)C>C(O)CCC>[N:30]1([C:2]2[C:3]3[C:10]([C:11]4[CH:12]=[N:13][N:14]([CH:16]5[CH2:21][CH2:20][CH2:19][CH2:18][O:17]5)[CH:15]=4)=[CH:9][N:8]([CH2:22][O:23][CH2:24][CH2:25][Si:26]([CH3:28])([CH3:29])[CH3:27])[C:4]=3[N:5]=[CH:6][N:7]=2)[CH2:35][CH2:34][O:33][CH2:32][CH2:31]1. Procedure: A solution of 4-chloro-5-[1-(tetrahydro-2H-pyran-2-yl)-1H-pyrazol-4-yl]-7-{[2-(trimethylsilyl)ethoxy]methyl}-7H-pyrrolo[2,3-d]pyrimidine (C18) (3.3 g, 7.6 mmol), morpholine (0.99 g, 11 mmol) and N,N-diisopropylethylamine (6 mL, 34 mmol) in n-butanol (15 mL) was irradiated in a microwave synthesizer at 100° C. for 30 minutes. After removal of solvents in vacuo, the residue was purified by silica gel chromatography (Gradient: 10% to 50% ethyl acetate in petroleum ether) to provide the product as a...